This data is from the Open Reaction Database (ORD), a public repository of structured organic reaction records. The task is: describe an organic reaction: reactants, conditions, products, and yield Reactants: [N+](=O)([O-])C1=CC=C(CN2C(=NC(=C2CO)Cl)CCCC)C=C1 (1-(4-nitrobenzyl)-2-butyl-4-chloro-5-hydroxymethyl imidazole). The reagents and catalysts are O=[Mn]=O (MnO2). Solvent: C(Cl)Cl (CH2Cl2). Reaction conditions: time 16 hour. The product is [N+](=O)([O-])C1=CC=C(CN2C(=NC(=C2C=O)Cl)CCCC)C=C1 (1-(4-Nitrobenzyl)-2-butyl-4-chloroimidazole-5-aldehyde). As a reaction SMILES: [N+:1]([C:4]1[CH:22]=[CH:21][C:7]([CH2:8][N:9]2[C:13]([CH2:14][OH:15])=[C:12]([Cl:16])[N:11]=[C:10]2[CH2:17][CH2:18][CH2:19][CH3:20])=[CH:6][CH:5]=1)([O-:3])=[O:2]>C(Cl)Cl.O=[Mn]=O>[N+:1]([C:4]1[CH:22]=[CH:21][C:7]([CH2:8][N:9]2[C:13]([CH:14]=[O:15])=[C:12]([Cl:16])[N:11]=[C:10]2[CH2:17][CH2:18][CH2:19][CH3:20])=[CH:6][CH:5]=1)([O-:3])=[O:2]. Procedure details: A mixture of 1 g of 1-(4-nitrobenzyl)-2-butyl-4-chloro-5-hydroxymethyl imidazole and 5 g of activated MnO2 in CH2Cl2 was stirred at room temperature for 16 hours. The reaction mixture was filtered through celite and the filtrate was concentrated to give a thick oil which was purified by flash column chromatography on silica gel (Hexane:ethyl acetate=1.5:1 elution). The desired compound was obtained as a colorless solid, 0.76 g; m.p. 88°-89°; NMR (200 MHz, CDCl3): δ9.74 (2, 1h); 5.64 (s, 2H); 2.6... The reactants are Cl[Cu]Cl, OCC1OC2OC3C(CO)OC(OC4C(CO)OC(OC5C(CO)OC(OC6C(CO)OC(OC7C(CO)OC(OC8C(CO)OC(OC1C(O)C2O)C(O)C8O)C(O)C7O)C(O)C6O)C(O)C5O)C(O)C4O)C(O)C3O. The product is [Cu], OCC1OC2OC3C(CO)OC(OC4C(CO)OC(OC5C(CO)OC(OC6C(CO)OC(OC7C(CO)OC(OC8C(CO)OC(OC1C(O)C2O)C(O)C8O)C(O)C7O)C(O)C6O)C(O)C5O)C(O)C4O)C(O)C3O. Reaction SMILES: [Cl:78][Cu:79][Cl:80].[OH:1][CH2:2][CH:3]1[O:4][CH:5]2[O:6][CH:7]3[CH:8]([CH2:9][OH:10])[O:11][CH:12]([O:13][CH:14]4[CH:15]([CH2:16][OH:17])[O:18][CH:19]([O:20][CH:21]5[CH:22]([CH2:23][OH:24])[O:25][CH:26]([O:27][CH:28]6[CH:29]([CH2:30][OH:31])[O:32][CH:33]([O:34][CH:35]7[CH:36]([CH2:37][OH:38])[O:39][CH:40]([O:41][CH:42]8[CH:43]([CH2:44][OH:45])[O:46][CH:47]([O:48][CH:49]1[CH:50]([OH:51])[CH:52]2[OH:53])[CH:54]([OH:55])[CH:56]8[OH:57])[CH:58]([OH:59])[CH:60]7[OH:61])[CH:62]([OH:63])[CH:64]6[OH:65])[CH:66]([OH:67])[CH:68]5[OH:69])[CH:70]([OH:71])[CH:72]4[OH:73])[CH:74]([OH:75])[CH:76]3[OH:77]>>[Cu:79].[OH:1][CH2:2][CH:3]1[O:4][CH:5]2[O:6][CH:7]3[CH:8]([CH2:9][OH:10])[O:11][CH:12]([O:13][CH:14]4[CH:15]([CH2:16][OH:17])[O:18][CH:19]([O:20][CH:21]5[CH:22]([CH2:23][OH:24])[O:25][CH:26]([O:27][CH:28]6[CH:29]([CH2:30][OH:31])[O:32][CH:33]([O:34][CH:35]7[CH:36]([CH2:37][OH:38])[O:39][CH:40]([O:41][CH:42]8[CH:43]([CH2:44][OH:45])[O:46][CH:47]([O:48][CH:49]1[CH:50]([OH:51])[CH:52]2[OH:53])[CH:54]([OH:55])[CH:56]8[OH:57])[CH:58]([OH:59])[CH:60]7[OH:61])[CH:62]([OH:63])[CH:64]6[OH:65])[CH:66]([OH:67])[CH:68]5[OH:69])[CH:70]([OH:71])[CH:72]4[OH:73])[CH:74]([OH:75])[CH:76]3[OH:77]. The reactants are carbonyl, C1=CC=CC=2SC3=CC=CC=C3N(C12)C(=O)Cl (Phenothiazine N-carbonyl chloride), C1C(O1)CO (glycidol), O1CC1 (oxirane), crystals. Yields the product C1=CC=CC=2SC3=CC=CC=C3N(C12)C(=O)OCC1CO1 (Glycidyl phenothiazine N-carboxylate). RXN SMILES: [CH:1]1[C:14]2[N:13]([C:15](Cl)=[O:16])[C:12]3[C:7](=[CH:8][CH:9]=[CH:10][CH:11]=3)[S:6][C:5]=2[CH:4]=[CH:3][CH:2]=1.[CH2:18]1[O:20][CH:19]1[CH2:21][OH:22].O1CC1>>[CH:1]1[C:14]2[N:13]([C:15]([O:22][CH2:21][CH:19]3[O:20][CH2:18]3)=[O:16])[C:12]3[C:7](=[CH:8][CH:9]=[CH:10][CH:11]=3)[S:6][C:5]=2[CH:4]=[CH:3][CH:2]=1. Procedure: Phenothiazine N-carbonyl chloride, 1.5 g (6 mmol) and 6 mmol of glycidol were heated in a reflux apparatus equipped with a drying tube at 90° C. for 10 hours on an oil bath. Then the reflux apparatus was converted for distillation and the excess glycidol was removed under vacuum at this temperature. The resulting brown oil solidified upon cooling and was dissolved in chloroform, treated with charcoal, dried and evaporated to dryness. Recrystallization of the resulting solid from ethanol gave the... The reactants are ClCCCBr, O=C([O-])[O-], [K+], [K+], CN(C)C=O, O, O=c1[nH]cc(-c2cccs2)c(=O)[nH]1. Yields the product O=c1[nH]c(=O)n(CCCCl)cc1-c1cccs1. As a reaction SMILES: [Br:14][CH2:15][CH2:16][CH2:17][Cl:18].[C:19](=[O:20])([O-:21])[O-:22].[K+:23].[K+:24].[O:25]=[CH:26][N:27]([CH3:28])[CH3:29].[OH2:30].[s:1]1[c:2](-[c:6]2[c:7](=[O:13])[nH:8][c:9](=[O:12])[nH:10][cH:11]2)[cH:3][cH:4][cH:5]1>>[s:1]1[c:2](-[c:6]2[c:7](=[O:13])[nH:8][c:9](=[O:12])[n:10]([CH2:15][CH2:16][CH2:17][Cl:18])[cH:11]2)[cH:3][cH:4][cH:5]1. Reactants: CS(=O)(=O)c1cc(Br)ccc1C(=O)N1CCN(c2ncc(C3CC3)cc2C2CC2)CC1, CC1(C)COC(=O)N1. Product: CC1(C)COC(=O)N1c1ccc(C(=O)N2CCN(c3ncc(C4CC4)cc3C3CC3)CC2)c(S(C)(=O)=O)c1. RXN SMILES: [Br:1][c:2]1[cH:3][c:4]([S:28](=[O:29])(=[O:30])[CH3:31])[c:5]([C:8](=[O:9])[N:10]2[CH2:11][CH2:12][N:13]([c:16]3[n:17][cH:18][c:19]([CH:25]4[CH2:26][CH2:27]4)[cH:20][c:21]3[CH:22]3[CH2:23][CH2:24]3)[CH2:14][CH2:15]2)[cH:6][cH:7]1.[CH3:32][C:33]1([CH3:39])[NH:34][C:35](=[O:38])[O:36][CH2:37]1>>[c:2]1([N:34]2[C:33]([CH3:32])([CH3:39])[CH2:37][O:36][C:35]2=[O:38])[cH:3][c:4]([S:28](=[O:29])(=[O:30])[CH3:31])[c:5]([C:8](=[O:9])[N:10]2[CH2:11][CH2:12][N:13]([c:16]3[n:17][cH:18][c:19]([CH:25]4[CH2:26][CH2:27]4)[cH:20][c:21]3[CH:22]3[CH2:23][CH2:24]3)[CH2:14][CH2:15]2)[cH:6][cH:7]1. The reactants are NOCCCC[N-]C (4-aminooxy-N-methyl-butylamide), FC=1C(=C(C(=O)NOCCO)C=C(C1F)C=O)NC1=C(C=C(C=C1)I)F (3,4-difluoro-2-(2-fluoro-4-iodo-phenylamino)-5-formyl-N-(2-hydroxy-ethoxy)-benzamide), O1CCCC1.CO (tetrahydrofuran methanol). Run at time 13 hour. The product is FC=1C(=C(C(=O)NOCCO)C=C(C1F)/C=N/OCCCC(NC)=O)NC1=C(C=C(C=C1)I)F ((E)-3,4-difluoro-2-(2-fluoro-4-iodo-phenylamino)-N-(2-hydroxy-ethoxy)-5-[(3-methylcarbamoyl-propoxyimino)-methyl]-benzamide). Isolated yield 79.0%. RXN SMILES: [NH2:1][O:2][CH2:3][CH2:4][CH2:5][CH2:6][N-:7][CH3:8].[F:9][C:10]1[C:11]([NH:26][C:27]2[CH:32]=[CH:31][C:30]([I:33])=[CH:29][C:28]=2[F:34])=[C:12]([CH:20]=[C:21]([CH:24]=O)[C:22]=1[F:23])[C:13]([NH:15][O:16][CH2:17][CH2:18][OH:19])=[O:14].[O:35]1CCCC1.CO>>[F:9][C:10]1[C:11]([NH:26][C:27]2[CH:32]=[CH:31][C:30]([I:33])=[CH:29][C:28]=2[F:34])=[C:12]([CH:20]=[C:21](/[CH:24]=[N:1]/[O:2][CH2:3][CH2:4][CH2:5][C:6](=[O:35])[NH:7][CH3:8])[C:22]=1[F:23])[C:13]([NH:15][O:16][CH2:17][CH2:18][OH:19])=[O:14] |f:2.3|. Procedure details: To 4-aminooxy-N-methyl-butylamide (1.79 g, 13.54 mmol) obtained in Step B were added a mixed solvent of tetrahydrofuran/methanol (3:1, 100 ml) and 3,4-difluoro-2-(2-fluoro-4-iodophenylamino-5-formyl-N-(2-hydroxy-ethoxy)-benzamide (5.00 g, 10.41 mmol) obtained in Step F of Example 1, and the mixture was stirred for 13 hours. The reaction mixture was concentrated under reduced pressure to an extent where a little solvent remained, and acetonitrile was added thereto to precipitate the product. This...